This data is from the Open Reaction Database (ORD), a public repository of structured organic reaction records. The task is: describe an organic reaction: reactants, conditions, products, and yield The reactants are O=C1NCCCC1Br, O=C(O)C(=NO)c1csc(NC(c2ccccc2)(c2ccccc2)c2ccccc2)n1, CN(C)C=O, [H-], [Na+], O. The product is O=C(O)C(=NOC1CCCNC1=O)c1csc(NC(c2ccccc2)(c2ccccc2)c2ccccc2)n1. As a reaction SMILES: [Br:34][CH:35]1[C:36](=[O:41])[NH:37][CH2:38][CH2:39][CH2:40]1.[C:1]([c:2]1[cH:3][cH:4][cH:5][cH:6][cH:7]1)([c:8]1[cH:9][cH:10][cH:11][cH:12][cH:13]1)([c:14]1[cH:15][cH:16][cH:17][cH:18][cH:19]1)[NH:20][c:21]1[s:22][cH:23][c:24]([C:26]([C:27](=[O:28])[OH:29])=[N:30][OH:31])[n:25]1.[CH3:43][N:44]([CH3:45])[CH:46]=[O:47].[H-:32].[Na+:33].[OH2:42]>>[C:1]([c:2]1[cH:3][cH:4][cH:5][cH:6][cH:7]1)([c:8]1[cH:9][cH:10][cH:11][cH:12][cH:13]1)([c:14]1[cH:15][cH:16][cH:17][cH:18][cH:19]1)[NH:20][c:21]1[s:22][cH:23][c:24]([C:26]([C:27](=[O:28])[OH:29])=[N:30][O:31][CH:35]2[C:36](=[O:41])[NH:37][CH2:38][CH2:39][CH2:40]2)[n:25]1.